Dataset: the Open Reaction Database (ORD), a public repository of structured organic reaction records. Task: describe an organic reaction: reactants, conditions, products, and yield Starting materials: C(CC(O)(C(=O)O)CC(=O)O)(=O)O.[Ca] (calcium compound with citric acid). Run in O (water). Product: C(CC(O)(C(=O)[O-])CC(=O)[O-])(=O)[O-].[Ca+2].C(CC(O)(C(=O)[O-])CC(=O)[O-])(=O)[O-].[Ca+2].[Ca+2] (calcium citrate), [Ca] (calcium), C(CC(O)(C(=O)[O-])CC(=O)[O-])(=O)[O-] (citrate). As a reaction SMILES: [C:1]([OH:13])(=[O:12])[CH2:2][C:3]([CH2:8][C:9]([OH:11])=[O:10])([C:5]([OH:7])=[O:6])[OH:4].[Ca:14]>O>[C:1]([O-:13])(=[O:12])[CH2:2][C:3]([CH2:8][C:9]([O-:11])=[O:10])([C:5]([O-:7])=[O:6])[OH:4].[Ca+2:14].[C:1]([O-:13])(=[O:12])[CH2:2][C:3]([CH2:8][C:9]([O-:11])=[O:10])([C:5]([O-:7])=[O:6])[OH:4].[Ca+2:14].[Ca+2:14].[Ca:14].[C:1]([O-:13])(=[O:12])[CH2:2][C:3]([CH2:8][C:9]([O-:11])=[O:10])([C:5]([O-:7])=[O:6])[OH:4] |f:0.1,3.4.5.6.7|. Reported procedure: The amorphous water-soluble calcium citrate salts of this invention are prepared by reacting a calcium compound with citric acid in an aqueous medium to produce calcium citrate having a calcium to citrate mole ratio of less than 2.5:2. The resulting reaction mixture is then quickly dried (or quickly frozen for drying at a later time) in order to separate and isolate amorphous calcium citrate as a dry powder. It is important that the amorphous water-soluble calcium citrate reaction salt is recove...